Dataset: the Open Reaction Database (ORD), a public repository of structured organic reaction records. Task: describe an organic reaction: reactants, conditions, products, and yield Starting materials: C=CCCC(C)(C)COC(=O)NC(C(=O)O)C(C)(C)C, C=CCCC(C)(C)C(=O)OCC. Product: C=CCCC1(COC(=O)NC(C(=O)O)C(C)(C)C)CC1. Reaction SMILES: [CH3:1][C:2]([CH2:3][O:4][C:5](=[O:6])[NH:7][CH:8]([C:9]([CH3:10])([CH3:11])[CH3:12])[C:13](=[O:14])[OH:15])([CH2:16][CH2:17][CH:18]=[CH2:19])[CH3:20].[CH3:21][C:22]([CH3:23])([CH2:24][CH2:25][CH:26]=[CH2:27])[C:28]([O:29][CH2:30][CH3:31])=[O:32]>>[CH2:1]1[C:2]([CH2:3][O:4][C:5](=[O:6])[NH:7][CH:8]([C:9]([CH3:10])([CH3:11])[CH3:12])[C:13](=[O:14])[OH:15])([CH2:16][CH2:17][CH:18]=[CH2:19])[CH2:20]1.